From a dataset of the Open Reaction Database (ORD), a public repository of structured organic reaction records. describe an organic reaction: reactants, conditions, products, and yield Run in C(C)O (ethanol), O1CCCC1 (tetrahydrofuran). Reactants: C1(=CC=CC=C1)P(C1=CC=CC=C1)C1=CC=CC=C1 (triphenylphosphine), O (water), C([O-])([O-])=O.[Na+].[Na+] (sodium carbonate), BrC=1N=C(N(C1)C)C (4-Bromo-1,2-dimethyl-1H-imidazole), CN1CCN(CC1)C1=CC=C(C=C1)NC1=NN2C(C=N1)=CC=C2B2OC(C(O2)(C)C)(C)C ([4-(4-Methyl-piperazin-1-yl)-phenyl]-[7-(4,4,5,5-tetramethyl-[1,3,2]dioxaborolan-2-yl)-pyrrolo[2,1-f][1,2,4]triazin-2-yl]-amine). The reagents and catalysts are C(C)(=O)[O-].[Pd+2].C(C)(=O)[O-] (Palladium acetate). Procedure details: Palladium acetate (13.0 mg, 0.0580 mmol) and triphenylphosphine (19.0 mg, 0.0725 mmol) were placed in tetrahydrofuran (2.00 mL). The mixture was allowed to stir at room temperature for 10 minutes. 4-Bromo-1,2-dimethyl-1H-imidazole (102 mg, 0.580) was then added and the reaction was again allowed to stir for 10 minutes. [4-(4-Methyl-piperazin-1-yl)-phenyl]-[7-(4,4,5,5-tetramethyl-[1,3,2]dioxaborolan-2-yl)-pyrrolo[2,1-f][1,2,4]triazin-2-yl]-amine (105 mg, 0.242 mmol) was added followed by 1.50 M s... Conditions: time 10 minute. Isolated yield 22.6%. As a reaction SMILES: C1(P(C2C=CC=CC=2)C2C=CC=CC=2)C=CC=CC=1.Br[C:21]1[N:22]=[C:23]([CH3:27])[N:24]([CH3:26])[CH:25]=1.[CH3:28][N:29]1[CH2:34][CH2:33][N:32]([C:35]2[CH:40]=[CH:39][C:38]([NH:41][C:42]3[N:47]=[CH:46][C:45]4=[CH:48][CH:49]=[C:50](B5OC(C)(C)C(C)(C)O5)[N:44]4[N:43]=3)=[CH:37][CH:36]=2)[CH2:31][CH2:30]1.C(=O)([O-])[O-].[Na+].[Na+].O>O1CCCC1.C(O)C.C([O-])(=O)C.[Pd+2].C([O-])(=O)C>[CH3:26][N:24]1[CH:25]=[C:21]([C:50]2[N:44]3[C:45]([CH:46]=[N:47][C:42]([NH:41][C:38]4[CH:39]=[CH:40][C:35]([N:32]5[CH2:33][CH2:34][N:29]([CH3:28])[CH2:30][CH2:31]5)=[CH:36][CH:37]=4)=[N:43]3)=[CH:48][CH:49]=2)[N:22]=[C:23]1[CH3:27] |f:3.4.5,9.10.11|. Product: CN1C(=NC(=C1)C1=CC=C2C=NC(=NN21)NC2=CC=C(C=C2)N2CCN(CC2)C)C ([7-(1,2-Dimethyl-1H-imidazol-4-yl)-pyrrolo[2,1-f][1,2,4]triazin-2-yl]-[4-(4-methyl-piperazin-1-yl)-phenyl]-amine). The reactants are BrC1=CC(=CC=2NC(=NC21)N2CCN(CC2)C2=NC=CC=C2C(F)(F)F)C(F)(F)F (4-Bromo-6-trifluoromethyl-2-[4-(3-trifluoromethylpyridin-2-yl)piperazin-1-yl]-1H-benzoimidazole), FC=1C=C(C=C(C1F)F)B(O)O (3,4,5-trifluorophenylboronic acid). Yields the product FC(C=1C=C(C2=C(NC(=N2)N2CCN(CC2)C2=NC=CC=C2C(F)(F)F)C1)C1=CC(=C(C(=C1)F)F)F)(F)F (6-Trifluoromethyl-2-[4-(3-trifluoromethyl-pyridin-2-yl)-piperazin-1-yl]-4-(3,4,5-trifluoro-phenyl)-1H-benzoimidazole). RXN SMILES: Br[C:2]1[C:10]2[N:9]=[C:8]([N:11]3[CH2:16][CH2:15][N:14]([C:17]4[C:22]([C:23]([F:26])([F:25])[F:24])=[CH:21][CH:20]=[CH:19][N:18]=4)[CH2:13][CH2:12]3)[NH:7][C:6]=2[CH:5]=[C:4]([C:27]([F:30])([F:29])[F:28])[CH:3]=1.[F:31][C:32]1[CH:33]=[C:34](B(O)O)[CH:35]=[C:36]([F:39])[C:37]=1[F:38]>>[F:29][C:27]([F:30])([F:28])[C:4]1[CH:3]=[C:2]([C:34]2[CH:33]=[C:32]([F:31])[C:37]([F:38])=[C:36]([F:39])[CH:35]=2)[C:10]2[N:9]=[C:8]([N:11]3[CH2:16][CH2:15][N:14]([C:17]4[C:22]([C:23]([F:26])([F:25])[F:24])=[CH:21][CH:20]=[CH:19][N:18]=4)[CH2:13][CH2:12]3)[NH:7][C:6]=2[CH:5]=1. Procedure details: 4-Bromo-6-trifluoromethyl-2-[4-(3-trifluoromethylpyridin-2-yl)piperazin-1-yl]-1H-benzoimidazole (1.99 g, 4 mmol, Example 7) reacted with 3,4,5-trifluorophenylboronic acid (1.1 g, 6 mmol, Lancaster) under the conditions of Example 51a to give the title compound as a white amorphous solid. MS (ESI, pos. ion) m/z: 546 (M+1). Starting materials: COC(C1=CC=C(C=C1)O)=O (p-hydroxybenzoic acid methyl ester), BrC(C)CCC(C(C)C)C (2-bromo-5,6-dimethyl heptane). The product is COC(C1=CC=C(C=C1)OC(CCC(C(C)C)C)C)=O (p-[(1,4,5-trimethylhexyl)oxy]benzoic acid methyl ester). Reaction SMILES: [CH3:1][O:2][C:3](=[O:11])[C:4]1[CH:9]=[CH:8][C:7]([OH:10])=[CH:6][CH:5]=1.Br[CH:13]([CH2:15][CH2:16][CH:17]([CH3:21])[CH:18]([CH3:20])[CH3:19])[CH3:14]>>[CH3:1][O:2][C:3](=[O:11])[C:4]1[CH:9]=[CH:8][C:7]([O:10][CH:13]([CH3:14])[CH2:15][CH2:16][CH:17]([CH3:21])[CH:18]([CH3:20])[CH3:19])=[CH:6][CH:5]=1. Procedure details: By utilizing the procedure of Example 19, by reacting p-hydroxybenzoic acid methyl ester with 2-bromo-5,6-dimethyl heptane, there is obtained p-[(1,4,5-trimethylhexyl)oxy]benzoic acid methyl ester; nD25 = 1.4938. As a reaction SMILES: [Br-:1].[Br:15][Mg:16][c:17]1[cH:18][cH:19][cH:20][cH:21][cH:22]1.[CH:2]([CH3:3])([CH3:4])[Mg+:5].[c:6]1([P:12]([Cl:13])[Cl:14])[cH:7][cH:8][cH:9][cH:10][cH:11]1>>[CH:2]([CH3:3])([CH3:4])[P:12]([c:6]1[cH:7][cH:8][cH:9][cH:10][cH:11]1)[c:17]1[cH:18][cH:19][cH:20][cH:21][cH:22]1. Product: CC(C)P(c1ccccc1)c1ccccc1. Starting materials: [Br-], Br[Mg]c1ccccc1, CC(C)[Mg+], ClP(Cl)c1ccccc1. Starting materials: CN(CC#N)c1ccc(C(C)(C)C)cc1, [Cl-], O=C(O)c1ccccc1C(F)(F)F, [K+], [NH4+], C1CCOC1, [OH-]. Product: CN(C(C#N)=C(O)c1ccccc1C(F)(F)F)c1ccc(C(C)(C)C)cc1. RXN SMILES: [C:16]([CH3:17])([CH3:18])([CH3:19])[c:20]1[cH:21][cH:22][c:23]([N:24]([CH3:25])[CH2:26][C:27]#[N:28])[cH:29][cH:30]1.[Cl-:31].[F:1][C:2]([c:3]1[c:4]([C:5](=[O:6])[OH:7])[cH:8][cH:9][cH:10][cH:11]1)([F:12])[F:13].[K+:15].[NH4+:32].[O:33]1[CH2:34][CH2:35][CH2:36][CH2:37]1.[OH-:14]>>[F:1][C:2]([c:3]1[c:4]([C:5]([OH:7])=[C:26]([N:24]([c:23]2[cH:22][cH:21][c:20]([C:16]([CH3:17])([CH3:18])[CH3:19])[cH:30][cH:29]2)[CH3:25])[C:27]#[N:28])[cH:8][cH:9][cH:10][cH:11]1)([F:12])[F:13]. Starting materials: BrCC1CC1, O=C([O-])[O-], [Cs+], [Cs+], COc1ccc2c(c1)NC(=O)C(NC(=O)C(C)NC(=O)Cc1cc(F)cc(F)c1)C(c1ccccc1)O2, CN(C)C=O, O. Yields the product COc1ccc2c(c1)N(CC1CC1)C(=O)C(NC(=O)C(C)NC(=O)Cc1cc(F)cc(F)c1)C(c1ccccc1)O2. As a reaction SMILES: [Br:38][CH2:39][CH:40]1[CH2:41][CH2:42]1.[C:43](=[O:44])([O-:45])[O-:46].[Cs+:47].[Cs+:48].[F:1][c:2]1[cH:3][c:4]([CH2:9][C:10](=[O:11])[NH:12][CH:13]([CH3:14])[C:15](=[O:16])[NH:17][CH:18]2[CH:19]([c:32]3[cH:33][cH:34][cH:35][cH:36][cH:37]3)[O:20][c:21]3[c:22]([cH:26][c:27]([O:30][CH3:31])[cH:28][cH:29]3)[NH:23][C:24]2=[O:25])[cH:5][c:6]([F:8])[cH:7]1.[O:49]=[CH:50][N:51]([CH3:52])[CH3:53].[OH2:54]>>[F:1][c:2]1[cH:3][c:4]([CH2:9][C:10](=[O:11])[NH:12][CH:13]([CH3:14])[C:15](=[O:16])[NH:17][CH:18]2[CH:19]([c:32]3[cH:33][cH:34][cH:35][cH:36][cH:37]3)[O:20][c:21]3[c:22]([cH:26][c:27]([O:30][CH3:31])[cH:28][cH:29]3)[N:23]([CH2:39][CH:40]3[CH2:41][CH2:42]3)[C:24]2=[O:25])[cH:5][c:6]([F:8])[cH:7]1.